This data is from the Open Reaction Database (ORD), a public repository of structured organic reaction records. The task is: describe an organic reaction: reactants, conditions, products, and yield The reactants are O (Water), CI (methyl iodide), C([O-])([O-])=O.[K+].[K+] (potassium carbonate), C(C1=CC=CC=C1)N1C(C2=CC=C(C=C2C(=C1C(=O)O)C1=CC=CC=C1)OCC1=CC=CC=C1)=O (2-Benzyl-6-benzyloxy-1-oxo-4-phenyl-1,2-dihydroisoquinoline-3-carboxylic acid). Run in CN(C)C=O (DMF). Run at time 12 hour. The product is COC(=O)C=1N(C(C2=CC=C(C=C2C1C1=CC=CC=C1)OCC1=CC=CC=C1)=O)CC1=CC=CC=C1 (2-benzyl-6-benzyloxy-1-oxo-4-phenyl-1,2-dihydroisoquinoline-3-carboxylic acid methyl ester). Yield: 90.6%. Reaction SMILES: [CH2:1]([N:8]1[C:17]([C:18]([OH:20])=[O:19])=[C:16]([C:21]2[CH:26]=[CH:25][CH:24]=[CH:23][CH:22]=2)[C:15]2[C:10](=[CH:11][CH:12]=[C:13]([O:27][CH2:28][C:29]3[CH:34]=[CH:33][CH:32]=[CH:31][CH:30]=3)[CH:14]=2)[C:9]1=[O:35])[C:2]1[CH:7]=[CH:6][CH:5]=[CH:4][CH:3]=1.CI.[C:38](=O)([O-])[O-].[K+].[K+].O>CN(C=O)C>[CH3:38][O:19][C:18]([C:17]1[N:8]([CH2:1][C:2]2[CH:3]=[CH:4][CH:5]=[CH:6][CH:7]=2)[C:9](=[O:35])[C:10]2[C:15]([C:16]=1[C:21]1[CH:26]=[CH:25][CH:24]=[CH:23][CH:22]=1)=[CH:14][C:13]([O:27][CH2:28][C:29]1[CH:34]=[CH:33][CH:32]=[CH:31][CH:30]=1)=[CH:12][CH:11]=2)=[O:20] |f:2.3.4|. Reported procedure: 2-Benzyl-6-benzyloxy-1-oxo-4-phenyl-1,2-dihydroisoquinoline-3-carboxylic acid (150 mg) was dissolved in DMF (3 ml) and methyl iodide (0.04 ml) and potassium carbonate (90 mg) were added at room temperature. The mixture was stirred for 12 hrs. Water was added to the reaction mixture, and the mixture was extracted with ethyl acetate. The organic layer was washed with water and saturated brine. The solvent was dried over anhydrous sodium sulfate and evaporated under reduced pressure, and the obtain... Yields the product CCOC(=O)C(C(=O)c1ccc(S(C)(=O)=O)cc1)c1ccc(OCC)cc1. The reactants are O=C(c1ncc[nH]1)c1ncc[nH]1, CCOC(=O)Cc1ccc(OCC)cc1, CS(=O)(=O)c1ccc(C(=O)O)cc1, NC=O, [H-], [Na+], O. RXN SMILES: [C:16]([c:17]1[nH:18][cH:19][cH:20][n:21]1)([c:22]1[nH:23][cH:24][cH:25][n:26]1)=[O:27].[CH2:1]([CH3:2])[O:3][C:4]([CH2:5][c:6]1[cH:7][cH:8][c:9]([O:12][CH2:13][CH3:14])[cH:10][cH:11]1)=[O:15].[CH3:28][S:29](=[O:30])(=[O:31])[c:32]1[cH:33][cH:34][c:35]([C:36](=[O:37])[OH:38])[cH:39][cH:40]1.[CH:43]([NH2:44])=[O:45].[H-:41].[Na+:42].[OH2:46]>>[CH2:1]([CH3:2])[O:3][C:4]([CH:5]([c:6]1[cH:7][cH:8][c:9]([O:12][CH2:13][CH3:14])[cH:10][cH:11]1)[C:36]([c:35]1[cH:34][cH:33][c:32]([S:29]([CH3:28])(=[O:30])=[O:31])[cH:40][cH:39]1)=[O:37])=[O:15]. Reactants: CC(C)(C)C=1C(=C(C(NN1)=O)C(=O)OCC)O (Ethyl 6-(1,1-dimethylethyl)-5-hydroxy-3-oxo-2,3-dihydro-4-pyridazinecarboxylate), Cl (HCl), CC(C)(C)[O-].[K+] (KOtBu), compound, O (H2O). Run at temperature 150 celsius. The product is ClC1=C(C=CC=C1)CN1N=C(C(=C(C1=O)C(=O)NCC(=O)O)O)C(C)(C)C (N-{[2-[(2-Chlorophenyl)methyl]-6-(1,1-dimethylethyl)-5-hydroxy-3-oxo-2,3-dihydro-4-pyridazinyl]carbonyl}glycine). Isolated yield 69.0%. As a reaction SMILES: [CH3:1][C:2]([C:5]1[C:6]([OH:17])=[C:7]([C:12]([O:14]CC)=O)[C:8](=[O:11])[NH:9][N:10]=1)([CH3:4])[CH3:3].[CH3:18][C:19]([O-])([CH3:21])[CH3:20].[K+].[ClH:24].[OH2:25]>>[Cl:24][C:18]1[CH:3]=[CH:2][CH:1]=[CH:20][C:19]=1[CH2:21][N:9]1[C:8](=[O:11])[C:7]([C:12]([NH:10][CH2:5][C:6]([OH:17])=[O:25])=[O:14])=[C:6]([OH:17])[C:5]([C:2]([CH3:1])([CH3:3])[CH3:4])=[N:10]1 |f:1.2|. Procedure: Ethyl 6-(1,1-dimethylethyl)-5-hydroxy-3-oxo-2,3-dihydro-4-pyridazinecarboxylate. KOtBu (1M solution in t-BuOH, 9.4 mL, 9.38 mmol) was added to the compound from example 45b) (1.79 g, 6.25 mmol). The reaction was heated in the microwave at 150° C. for 20 minutes. The reaction was cooled and H2O was added followed by 1N HCl to precipitate the product. The solid was filtered to give the title compound (1.04 g, 69%). 1H NMR (400 MHz, DMSO-d6) δ ppm 12.73 (s, 1H) 12.64 (s, 1H) 4.30 (q, J=7.07 Hz, 2H)... Starting materials: NC1=NC=2C3(CCCC2C(=N1)N1C[C@@H](CC1)N(C(OC(C)(C)C)=O)C)CCCC3 ((R)-tert-butyl 1-(2′-amino-6′,7′-dihydro-5′H-spiro[cyclopentane-1,8′-quinazoline]-4′-yl)pyrrolidin-3-yl(methyl)carbamate), FC(C(=O)O)(F)F (trifluoroacetic acid). Run in C(Cl)Cl (CH2Cl2), C(Cl)Cl (CH2Cl2). Conditions: time 16 hour. The product is CN[C@H]1CN(CC1)C1=NC(=NC=2C3(CCCC12)CCCC3)N ((R)-4′-(3-(methylamino)pyrrolidin-1-yl)-6′,7′-dihydro-5′H-spiro[cyclopentane-1,8′-quinazolin]-2′-amine). As a reaction SMILES: [NH2:1][C:2]1[N:11]=[C:10]([N:12]2[CH2:16][CH2:15][C@@H:14]([N:17](C)[C:18](=O)OC(C)(C)C)[CH2:13]2)[C:9]2[CH2:8][CH2:7][CH2:6][C:5]3([CH2:29][CH2:28][CH2:27][CH2:26]3)[C:4]=2[N:3]=1.FC(F)(F)C(O)=O>C(Cl)Cl>[CH3:18][NH:17][C@@H:14]1[CH2:15][CH2:16][N:12]([C:10]2[C:9]3[CH2:8][CH2:7][CH2:6][C:5]4([CH2:29][CH2:28][CH2:27][CH2:26]4)[C:4]=3[N:3]=[C:2]([NH2:1])[N:11]=2)[CH2:13]1. Reported procedure: A solution of Example 1G (38 mg, 0.09 mmol) in CH2Cl2 (2 mL) was treated with trifluoroacetic acid (0.1 mL) at ambient temperature, and the reaction was stirred for 16 hours. The mixture was diluted with CH2Cl2 (20 mL) and washed with 1N NaOH and water. The organic layer was dried (MgSO4) and concentrated under reduced pressure, and the resulting residue was chromatographed on silica gel (0.8:7.2:92 NH4OH/MeOH/CH2Cl2, eluant) to provide the title product. 1H NMR (300 MHz, CD3OD) δ 3.55-3.78 (m, ...